The task is: describe an organic reaction: reactants, conditions, products, and yield. This data is from the Open Reaction Database (ORD), a public repository of structured organic reaction records. The reactants are NADH-117, [Cl-].[Mg+2].[Cl-] (magnesium chloride), C1=CC(=C[N+](=C1)[C@H]2[C@@H]([C@@H]([C@H](O2)COP(=O)([O-])OP(=O)(O)OC[C@@H]3[C@H]([C@H]([C@@H](O3)N4C=NC5=C4N=CN=C5N)O)O)O)O)C(=O)N (β-NAD), Cl.C(C1=CC=CC=C1)N1CC(C2(CC2)CC1)=O (6-benzyl-6-aza-spiro[2.5]octan-4-one hydrochloride), TRIS-HCl, KRED-NADH-117, [OH-].[Na+] (sodium hydroxide), C1=CC(=C[N+](=C1)[C@H]2[C@@H]([C@@H]([C@H](O2)COP(=O)([O-])OP(=O)(O)OC[C@@H]3[C@H]([C@H]([C@@H](O3)N4C=NC5=C4N=CN=C5N)O)O)O)O)C(=O)N (β-NAD). Run in CC(C)O (2-propanol), CC(C)O (2-propanol). Conditions: temperature 35 celsius, time 4 day. The product is C(C1=CC=CC=C1)N1C[C@H](C2(CC2)CC1)O ((S)-6-Benzyl-6-aza-spiro[2.5]octan-4-ol). As a reaction SMILES: Cl.[CH2:2]([N:9]1[CH2:16][CH2:15][C:12]2([CH2:14][CH2:13]2)[C:11](=[O:17])[CH2:10]1)[C:3]1[CH:8]=[CH:7][CH:6]=[CH:5][CH:4]=1.C1C=[N+]([C@@H]2O[C@H](COP(OP(OC[C@H]3O[C@@H](N4C5N=CN=C(N)C=5N=C4)[C@H](O)[C@@H]3O)(O)=O)([O-])=O)[C@@H](O)[C@H]2O)C=C(C(N)=O)C=1.[OH-].[Na+].[Cl-].[Mg+2].[Cl-]>CC(O)C>[CH2:2]([N:9]1[CH2:16][CH2:15][C:12]2([CH2:13][CH2:14]2)[C@H:11]([OH:17])[CH2:10]1)[C:3]1[CH:4]=[CH:5][CH:6]=[CH:7][CH:8]=1 |f:0.1,3.4,5.6.7|. Reported procedure: A mixture of 300 mg of 6-benzyl-6-aza-spiro[2.5]octan-4-one hydrochloride (1.19 mmol, 1 equiv.), 1.5 ml of 2-propanol and 28 ml of 30 mM aq. TRIS-HCl buffer (pH 8.1) was heated to 35° C. The pH was re-adjusted to 8.0. The reaction was started by adding β-NAD (1 mg; free acid; Roche Diagnostics Cat. No. 10 004 626) and ketoreductase KRED-NADH-117 (29.3 mg; Codexis [ex. Biocatalytics]). The suspension was stirred at 35° C. keeping the pH constant at 8.0 by the controlled addition (pH-stat) of 1.0 ... Reactants: FC1=C(CN2C3=C(NCC2)N=CC(=C3)C(=O)O)C=C(C=C1)F (1-(2,5-Difluorobenzyl)-1,2,3,4-tetrahydropyrido[2,3-b]pyrazine-7-carboxylic acid), CN1CCNCC1 (1-methyl piperazine). Product: FC1=C(CN2C3=C(NCC2)N=CC(=C3)C(=O)N3CCN(CC3)C)C=C(C=C1)F ([1-(2,5-Difluorobenzyl)-1,2,3,4-tetrahydropyrido[2,3-b]pyrazin-7-yl]-(4-methylpiperazin-1-yl)methanone). Yield: 65.0%. Reaction SMILES: [F:1][C:2]1[CH:21]=[CH:20][C:19]([F:22])=[CH:18][C:3]=1[CH2:4][N:5]1[CH2:10][CH2:9][NH:8][C:7]2[N:11]=[CH:12][C:13]([C:15]([OH:17])=O)=[CH:14][C:6]1=2.[CH3:23][N:24]1[CH2:29][CH2:28][NH:27][CH2:26][CH2:25]1>>[F:1][C:2]1[CH:21]=[CH:20][C:19]([F:22])=[CH:18][C:3]=1[CH2:4][N:5]1[CH2:10][CH2:9][NH:8][C:7]2[N:11]=[CH:12][C:13]([C:15]([N:27]3[CH2:28][CH2:29][N:24]([CH3:23])[CH2:25][CH2:26]3)=[O:17])=[CH:14][C:6]1=2. Procedure: 1-(2,5-Difluorobenzyl)-1,2,3,4-tetrahydropyrido[2,3-b]pyrazine-7-carboxylic acid (40 mg) was reacted with 1-methyl piperazine as in General Procedure 8 to give the title compound as an orange foam (65% yield). M.p. (foam), LCMS: m/z=388.08 (M+H+), 1H-NMR (CDCl3, 400 MHz) δ 2.28 (s, 3H), 2.32-2.38 (m, 4H), 3.41 (t, J=5.0 Hz, 2H), 3.53-3.61 (m, 4H), 3.62-3.65 (m, 2H), 4.44 (s, 2H), 5.07 (bs, 1H), 6.61 (s, 1H), 6.89-6.94 (m, 2H), 6.98-7.04 (m, 1H), 7.59 (d, J=1.5 Hz, 1H). The reactants are solution, C[Al](C)C (trimethyl aluminum), O (water), C(C)(=O)O[C@@H]1[C@]2(C)[C@@H](CC1)[C@@H]1CCC3CC(C=C[C@]3(C)[C@H]1CC2)=O (17β-acetoxy-androst-1-en-3-one). The reagents and catalysts are [Cu]Br (copper(I) bromide). Solvent: C1(=CC=CC=C1)C (toluene), C(C)(=O)OCC (ethyl acetate), C(C)(=O)OCC (ethyl acetate). Reaction conditions: time 30 minute. The product is C(C)(=O)O[C@@H]1[C@]2(C)[C@@H](CC1)[C@@H]1CC[C@H]3CC(C[C@@H]([C@]3(C)[C@H]1CC2)C)=O (17β-Acetoxy-1α-methyl-5α-androstan-3-one). RXN SMILES: [C:1]([O:4][C@H:5]1[CH2:10][CH2:9][C@H:8]2[C@H:11]3[C@H:21]([CH2:22][CH2:23][C@:6]12[CH3:7])[C@:19]1([CH3:20])[CH:14]([CH2:15][C:16](=[O:24])[CH:17]=[CH:18]1)[CH2:13][CH2:12]3)(=[O:3])[CH3:2].[CH3:25][Al](C)C.O>C(OCC)(=O)C.C1(C)C=CC=CC=1.[Cu]Br>[C:1]([O:4][C@H:5]1[CH2:10][CH2:9][C@H:8]2[C@H:11]3[C@H:21]([CH2:22][CH2:23][C@:6]12[CH3:7])[C@:19]1([CH3:20])[C@H:14]([CH2:15][C:16](=[O:24])[CH2:17][C@@H:18]1[CH3:25])[CH2:13][CH2:12]3)(=[O:3])[CH3:2]. Procedure: Variant 2 (in ethyl acetate : 66.1 g (0.2 mol) of 17β-acetoxy-androst-1-en-3-one is dissolved in 350 ml of dry ethyl acetate and mixed with 1.43 g (10 mmol) of copper(I) bromide. 188 ml (0.22 mol) of a 10% solution of trimethyl aluminum in toluene is added over 15 minutes to the reaction under nitrogen atmosphere, so that the temperature does not rise above 25° C. Then it is stirred for 30 minutes more. For hydrolysis, 15 ml of water is added to the reaction and stirred for 40 minutes more. The ... Reactants: [H-].[Na+] (sodium hydride), BrC1=CC2=C(NC(C(N=C2C2=NC=CC=C2)C)=O)C=C1 (7-Bromo-3-methyl-5-pyridin-2-yl-1,3-dihydro-benzo[e][1,4]diazepin-2-one), [N+](#[C-])CC(=O)OCC (Ethyl isocyanoacetate), [H-].[Na+].C1CCOC1 (NaH THF), [H-].[Na+] (Sodium hydride), P(=O)(OCC)(OCC)Cl (diethyl chlorophosphate). Run in C1CCOC1 (THF), C1CCOC1 (THF). Reaction conditions: temperature -10 celsius, time 3 hour. Yields the product C(C)OC(=O)C=1N=CN2C3=C(C(=NC(C12)C)C1=NC=CC=C1)C=C(C=C3)Br (8-Bromo-4-methyl-6-pyridin-2-yl-4H-2,5,10b-triaza-benzo [e]azulene-3-carboxylic acid ethyl ester). As a reaction SMILES: [Br:1][C:2]1[CH:20]=[CH:19][C:5]2[NH:6][C:7](=O)[CH:8]([CH3:17])[N:9]=[C:10]([C:11]3[CH:16]=[CH:15][CH:14]=[CH:13][N:12]=3)[C:4]=2[CH:3]=1.[H-].[Na+].P(Cl)(OCC)(OCC)=O.[N+:32]([CH2:34][C:35]([O:37][CH2:38][CH3:39])=[O:36])#[C-:33].[H-].[Na+].C1COCC1>C1COCC1>[CH2:38]([O:37][C:35]([C:34]1[N:32]=[CH:33][N:6]2[C:7]=1[CH:8]([CH3:17])[N:9]=[C:10]([C:11]1[CH:16]=[CH:15][CH:14]=[CH:13][N:12]=1)[C:4]1[CH:3]=[C:2]([Br:1])[CH:20]=[CH:19][C:5]2=1)=[O:36])[CH3:39] |f:1.2,5.6.7|. Procedure details: The 7-bromo-3-methyl-5-pyridin-2-yl-1,3-dihydro-benzo[e][1,4]diazepin-2-one 125 (3.3 g, 10 mmol) was suspended in dry THF (200 mL) and cooled to −10° C. Sodium hydride (60% dispersion in mineral oil, 0.48 g, 12 mmol) was added into the suspension in one portion. The reaction mixture was allowed to stir and warm to rt over a 3 h period. The reaction mixture was again cooled to −10° C. and diethyl chlorophosphate (2.31 mL, 16 mmol) was added. The cooling bath was then removed and stirring continue...